From a dataset of the Open Reaction Database (ORD), a public repository of structured organic reaction records. describe an organic reaction: reactants, conditions, products, and yield The reactants are O=O.[K+] (potassium superoxide), O (Water), BrC1=CC=C(C=C1)N=C=S (4-Bromophenyl isothiocyanate), NC1=C(C=CC(=C1)Cl)O (2-amino-4-chlorophenol). Solvent: C(C)#N (acetonitrile), C(C)#N (acetonitrile). Run at time 2 hour. The product is BrC1=CC=C(C=C1)NC=1OC2=C(N1)C=C(C=C2)Cl (N2-(4-bromophenyl)-5-chloro-1,3-benzoxazol-2-amine). Yield: 73.8%. RXN SMILES: [Br:1][C:2]1[CH:7]=[CH:6][C:5]([N:8]=[C:9]=S)=[CH:4][CH:3]=1.[NH2:11][C:12]1[CH:17]=[C:16]([Cl:18])[CH:15]=[CH:14][C:13]=1[OH:19].O=O.[K+].O>C(#N)C>[Br:1][C:2]1[CH:7]=[CH:6][C:5]([NH:8][C:9]2[O:19][C:13]3[CH:14]=[CH:15][C:16]([Cl:18])=[CH:17][C:12]=3[N:11]=2)=[CH:4][CH:3]=1 |f:2.3|. Procedure details: 4-Bromophenyl isothiocyanate (3.639 g, 17.00 mmol) was added to a solution of 2-amino-4-chlorophenol (2.441 g, 17.00 mmol) in acetonitrile (20 mL) and the reaction was stirred at room temperature for 2 h. The resulting brown solution was then added dropwise, via a dropping funnel, to a suspension of potassium superoxide (6.04 g, 85.0 mmol) in acetonitrile (20 mL) pre-cooled to 0° C. in an ice bath. After 20 minutes the initial exotherm had subsided and the reaction was allowed to warm to room te... The reactants are CCN(CC)Cc1ccc2cc(CO)sc2c1, C1CCOC1, COC(=O)CCC(C(N)=O)N1Cc2c(O)cccc2C1=O, CC(C)OC(=O)N=NC(=O)OC(C)C. Reaction SMILES: [CH2:36]([CH3:37])[N:38]([CH2:39][CH3:40])[CH2:41][c:42]1[cH:43][cH:44][c:45]2[c:46]([s:47][c:48]([CH2:50][OH:51])[cH:49]2)[cH:52]1.[CH2:53]1[O:54][CH2:55][CH2:56][CH2:57]1.[NH2:15][C:16]([CH:17]([CH2:18][CH2:19][C:20](=[O:21])[O:22][CH3:23])[N:24]1[C:25](=[O:34])[c:26]2[cH:27][cH:28][cH:29][c:30]([OH:33])[c:31]2[CH2:32]1)=[O:35].[O:1]=[C:2]([O:3][CH:4]([CH3:5])[CH3:6])[N:7]=[N:8][C:9]([O:10][CH:11]([CH3:12])[CH3:13])=[O:14]>>[NH2:15][C:16]([CH:17]([CH2:18][CH2:19][C:20](=[O:21])[O:22][CH3:23])[N:24]1[C:25](=[O:34])[c:26]2[cH:27][cH:28][cH:29][c:30]([O:33][CH2:50][c:48]3[s:47][c:46]4[c:45]([cH:44][cH:43][c:42]([CH2:41][N:38]([CH2:36][CH3:37])[CH2:39][CH3:40])[cH:52]4)[cH:49]3)[c:31]2[CH2:32]1)=[O:35]. Product: CCN(CC)Cc1ccc2cc(COc3cccc4c3CN(C(CCC(=O)OC)C(N)=O)C4=O)sc2c1. Starting materials: C(C)(C)(C)OC1=NC(=CN=C1)C=C (2-tert-butoxy-6-vinylpyrazine), O(C1=CC=CC=C1)CC1CCNCC1 (4-(phenoxymethyl)piperidine). The solvent is C(C)O (ethanol). Conditions: temperature 80 celsius, time 4 day. Yields the product C(C)(C)(C)OC1=NC(=CN=C1)CCN1CCC(CC1)COC1=CC=CC=C1 (2-tert-butoxy-6-[2-(4-phenoxymethylpiperidino)ethyl]pyrazine). RXN SMILES: [C:1]([O:5][C:6]1[CH:11]=[N:10][CH:9]=[C:8]([CH:12]=[CH2:13])[N:7]=1)([CH3:4])([CH3:3])[CH3:2].[O:14]([CH2:21][CH:22]1[CH2:27][CH2:26][NH:25][CH2:24][CH2:23]1)[C:15]1[CH:20]=[CH:19][CH:18]=[CH:17][CH:16]=1>C(O)C>[C:1]([O:5][C:6]1[CH:11]=[N:10][CH:9]=[C:8]([CH2:12][CH2:13][N:25]2[CH2:26][CH2:27][CH:22]([CH2:21][O:14][C:15]3[CH:20]=[CH:19][CH:18]=[CH:17][CH:16]=3)[CH2:23][CH2:24]2)[N:7]=1)([CH3:4])([CH3:3])[CH3:2]. Reported procedure: After dissolving 471 mg of 2-tert-butoxy-6-vinylpyrazine and 505 mg of 4-(phenoxymethyl)piperidine in 10 ml of ethanol, the mixture was stirred for 4 days at 80° C. The reaction solution was concentrated under reduced pressure and the residue was purified by NH silica gel column chromatography (solvent: n-hexane/ethyl acetate) to obtain 2-tert-butoxy-6-[2-(4-phenoxymethylpiperidino)ethyl]pyrazine. The reactants are C(=O)(OCC1=CC=CC=C1)N([C@@H](C1=CC=CC=C1)C(=O)N[C@@H](CC1=CC(=C(C=C1)O)C(C)(C)C)C(=O)N)C (Z-N-Me-Phg-Tyr(3-tBu)-NH2), [H][H] (hydrogen). Reagents/catalysts: [C].[Pd] (palladium carbon). Solvent: CO (methanol). The product is N([C@@H](C1=CC=CC=C1)C(=O)N[C@@H](CC1=CC(=C(C=C1)O)C(C)(C)C)C(=O)N)C (N-Me-Phg-Tyr(3-tBu)-NH2), N([C@H](C1=CC=CC=C1)C(=O)N[C@@H](CC1=CC(=C(C=C1)O)C(C)(C)C)C(=O)N)C (N-Me-D-Phg-Tyr(3-tBu)-NH2). Reaction SMILES: [C:1]([N:11](C)[C@H:12]([C:19]([NH:21][C@H:22]([C:35]([NH2:37])=[O:36])[CH2:23][C:24]1[CH:29]=[CH:28][C:27]([OH:30])=[C:26]([C:31]([CH3:34])([CH3:33])[CH3:32])[CH:25]=1)=[O:20])[C:13]1[CH:18]=[CH:17][CH:16]=[CH:15][CH:14]=1)(OCC1C=CC=CC=1)=O.[H][H]>CO.[C].[Pd]>[NH:11]([CH3:1])[C@H:12]([C:19]([NH:21][C@H:22]([C:35]([NH2:37])=[O:36])[CH2:23][C:24]1[CH:29]=[CH:28][C:27]([OH:30])=[C:26]([C:31]([CH3:34])([CH3:32])[CH3:33])[CH:25]=1)=[O:20])[C:13]1[CH:18]=[CH:17][CH:16]=[CH:15][CH:14]=1.[NH:11]([CH3:1])[C@@H:12]([C:19]([NH:21][C@H:22]([C:35]([NH2:37])=[O:36])[CH2:23][C:24]1[CH:29]=[CH:28][C:27]([OH:30])=[C:26]([C:31]([CH3:34])([CH3:32])[CH3:33])[CH:25]=1)=[O:20])[C:13]1[CH:18]=[CH:17][CH:16]=[CH:15][CH:14]=1 |f:3.4|. Procedure details: A mixture of Z-N-Me-Phg-Tyr(3-tBu)-NH2 (4.03 g) and 10% palladium carbon (2.0 g) in methanol (200 ml) was stirred in a hydrogen atmosphere for 4 hours. The reaction mixture was filtered and the filtrate was distilled off under reduced pressure; the resulting residue was subjected to silica gel column chromatography (eluting solvent consisting of methylene chloride, methanol and aqueous ammonia at a ratio of 100:5:1) to give N-Me-Phg-Tyr(3-tBu)-NH2 in 1.48 g (50%) and N-Me-D-Phg-Tyr(3-tBu)-NH2 in... Reactants: C(=O)(OCC)C(CCC1=CC=CC=C1)N[C@@H](C)C(=O)N1C2C(C[C@H]1C(=O)O)CCC2 (1-[N-(1-Carboethoxy-3-phenylpropyl)-(S)-alanyl]octahydrocyclopenta[b]pyrrole-2(S)-carboxylic acid), [OH-].[Na+] (sodium hydroxide). The product is C(=O)(O)C(CCC1=CC=CC=C1)N[C@@H](C)C(=O)N1C2C(C[C@H]1C(=O)O)CCC2 (1-[N-(1-Carboxy-3-phenylpropyl)-(S)alanyl]octahydrocyclopenta[b]pyrrole-2(S)-carboxylic acid). Reaction SMILES: [C:1]([CH:6]([NH:15][C@H:16]([C:18]([N:20]1[C@H:24]([C:25]([OH:27])=[O:26])[CH2:23][CH:22]2[CH2:28][CH2:29][CH2:30][CH:21]12)=[O:19])[CH3:17])[CH2:7][CH2:8][C:9]1[CH:14]=[CH:13][CH:12]=[CH:11][CH:10]=1)([O:3]CC)=[O:2].[OH-].[Na+]>>[C:1]([CH:6]([NH:15][C@H:16]([C:18]([N:20]1[C@H:24]([C:25]([OH:27])=[O:26])[CH2:23][CH:22]2[CH2:28][CH2:29][CH2:30][CH:21]12)=[O:19])[CH3:17])[CH2:7][CH2:8][C:9]1[CH:10]=[CH:11][CH:12]=[CH:13][CH:14]=1)([OH:3])=[O:2] |f:1.2|. Reported procedure: As described in Example 2, hydrolyze the ester (prepared as described in Example 20) with sodium hydroxide to obtain the title compound. Starting materials: N(=O)[O-].[Na+] (sodium nitrite), [Cl-].[K+] (potassium chloride), NC1=CC=C(C=2CCC(OC21)C)C (8-amino-3,4-dihydro-2,5-dimethyl-2H-1-benzopyran), Cl (hydrochloric acid), S(=O)([O-])[O-].[Na+].[Na+] (sodium sulfite), ice water, S(=O)([O-])S(=O)[O-].[Na+].[Na+] (sodium dithionite). The solvent is O (water), O (water). Conditions: temperature 70 celsius. Yields the product N(N)C1=CC=C(C=2CCC(OC21)C)C (8-hydrazino-3,4-dihydro-2,5-dimethyl-2H-1-benzopyran). Reaction SMILES: [NH2:1][C:2]1[C:11]2[O:10][CH:9]([CH3:12])[CH2:8][CH2:7][C:6]=2[C:5]([CH3:13])=[CH:4][CH:3]=1.Cl.[N:15]([O-])=O.[Na+].S([O-])([O-])=O.[Na+].[Na+].S(S([O-])=O)([O-])=O.[Na+].[Na+].[Cl-].[K+]>O>[NH:1]([C:2]1[C:11]2[O:10][CH:9]([CH3:12])[CH2:8][CH2:7][C:6]=2[C:5]([CH3:13])=[CH:4][CH:3]=1)[NH2:15] |f:2.3,4.5.6,7.8.9,10.11|. Reported procedure: 23 g of 1E was mixed with 60 ml of concentrated hydrochloric acid and the mixture was warmed to 70° C., then stirred to room temperature. Then the mixture was cooled to 0° C. and 120 g of ice water was added, followed by addition, drop-by-drop over 15 minutes, of a solution of 9.9 g of sodium nitrite in 30 ml of water. The resulting mixture was stirred at 0° C. for 30 minutes, poured into a cold (0° C.) mixture of 120 g of sodium sulfite in 450 ml of water, and stirred at room temperature for th... Reactants: COCN1C(C)=C(C(=O)O)C(c2cccc([N+](=O)[O-])c2)C(C(=O)OCOC(=O)C(C)(C)C)=C1C, CC(=O)O, CCOCC, ClCCl, C=[N+]=[N-]. The product is COCN1C(C)=C(C(=O)OC)C(c2cccc([N+](=O)[O-])c2)C(C(=O)OCOC(=O)C(C)(C)C)=C1C. RXN SMILES: [CH3:1][C:2]1=[C:7]([C:8](=[O:9])[OH:10])[CH:6]([c:11]2[cH:12][c:13]([N+:17](=[O:18])[O-:19])[cH:14][cH:15][cH:16]2)[C:5]([C:20](=[O:21])[O:22][CH2:23][O:24][C:25]([C:26]([CH3:27])([CH3:28])[CH3:29])=[O:30])=[C:4]([CH3:31])[N:3]1[CH2:32][O:33][CH3:34].[CH3:38][C:39](=[O:40])[OH:41].[CH3:45][CH2:46][O:47][CH2:48][CH3:49].[Cl:42][CH2:43][Cl:44].[N+:35](=[N-:36])=[CH2:37]>>[CH3:1][C:2]1=[C:7]([C:8](=[O:9])[O:10][CH3:37])[CH:6]([c:11]2[cH:12][c:13]([N+:17](=[O:18])[O-:19])[cH:14][cH:15][cH:16]2)[C:5]([C:20](=[O:21])[O:22][CH2:23][O:24][C:25]([C:26]([CH3:27])([CH3:28])[CH3:29])=[O:30])=[C:4]([CH3:31])[N:3]1[CH2:32][O:33][CH3:34]. Starting materials: CCOC(C)=O, O=C(OO)c1cccc(Cl)c1, CC(C)(C)OC(=O)c1ccccn1. Product: CC(C)(C)OC(=O)c1cccc[n+]1[O-]. As a reaction SMILES: [CH3:25][CH2:26][O:27][C:28](=[O:29])[CH3:30].[OH:14][O:15][C:16]([c:17]1[cH:18][c:19]([Cl:20])[cH:21][cH:22][cH:23]1)=[O:24].[n:1]1[c:2]([C:7](=[O:8])[O:9][C:10]([CH3:11])([CH3:12])[CH3:13])[cH:3][cH:4][cH:5][cH:6]1>>[n+:1]1([O-:14])[c:2]([C:7](=[O:8])[O:9][C:10]([CH3:11])([CH3:12])[CH3:13])[cH:3][cH:4][cH:5][cH:6]1. Starting materials: Clc1cc(N2CCCC2)nc(N2CCCC2)n1, O=[N+]([O-])c1ccc(N2CCNCC2)cc1, O, c1ccncc1. The product is O=[N+]([O-])c1ccc(N2CCN(c3cc(N4CCCC4)nc(N4CCCC4)n3)CC2)cc1. RXN SMILES: [Cl:1][c:2]1[n:3][c:4]([N:13]2[CH2:14][CH2:15][CH2:16][CH2:17]2)[n:5][c:6]([N:8]2[CH2:9][CH2:10][CH2:11][CH2:12]2)[cH:7]1.[N+:18](=[O:19])([O-:20])[c:21]1[cH:22][cH:23][c:24]([N:27]2[CH2:28][CH2:29][NH:30][CH2:31][CH2:32]2)[cH:25][cH:26]1.[OH2:39].[cH:33]1[cH:34][cH:35][n:36][cH:37][cH:38]1>>[c:2]1([N:30]2[CH2:29][CH2:28][N:27]([c:24]3[cH:23][cH:22][c:21]([N+:18](=[O:19])[O-:20])[cH:26][cH:25]3)[CH2:32][CH2:31]2)[n:3][c:4]([N:13]2[CH2:14][CH2:15][CH2:16][CH2:17]2)[n:5][c:6]([N:8]2[CH2:9][CH2:10][CH2:11][CH2:12]2)[cH:7]1.